Dataset: the Open Reaction Database (ORD), a public repository of structured organic reaction records. Task: describe an organic reaction: reactants, conditions, products, and yield Starting materials: CCCO, Cc1ccccc1, ClC(Cl)Cl, CCCc1nc2c(N)nc3cc(Br)ccc3c2n1CCCONC(=O)C(C)C, [Na+], [Na+], O=C([O-])[O-], CC(=O)[O-], CC(=O)[O-], O, OB(O)c1ccccc1, [Pd+2], c1ccc(P(c2ccccc2)c2ccccc2)cc1. Yields the product CCCc1nc2c(N)nc3cc(-c4ccccc4)ccc3c2n1CCCONC(=O)C(C)C. RXN SMILES: [CH2:84]([OH:85])[CH2:86][CH3:87].[CH3:63][c:64]1[cH:65][cH:66][cH:67][cH:68][cH:69]1.[CH:70]([Cl:71])([Cl:72])[Cl:73].[NH2:1][c:2]1[n:3][c:4]2[cH:5][c:6]([Br:28])[cH:7][cH:8][c:9]2[c:10]2[c:11]1[n:12][c:13]([CH2:25][CH2:26][CH3:27])[n:14]2[CH2:15][CH2:16][CH2:17][O:18][NH:19][C:20]([CH:21]([CH3:22])[CH3:23])=[O:24].[Na+:57].[Na+:58].[O-:59][C:60](=[O:61])[O-:62].[O-:75][C:76]([CH3:77])=[O:78].[O-:79][C:80]([CH3:81])=[O:82].[OH2:83].[OH:29][B:30]([OH:31])[c:32]1[cH:33][cH:34][cH:35][cH:36][cH:37]1.[Pd+2:74].[c:38]1([P:39]([c:40]2[cH:41][cH:42][cH:43][cH:44][cH:45]2)[c:46]2[cH:47][cH:48][cH:49][cH:50][cH:51]2)[cH:52][cH:53][cH:54][cH:55][cH:56]1>>[NH2:1][c:2]1[n:3][c:4]2[cH:5][c:6](-[c:32]3[cH:33][cH:34][cH:35][cH:36][cH:37]3)[cH:7][cH:8][c:9]2[c:10]2[c:11]1[n:12][c:13]([CH2:25][CH2:26][CH3:27])[n:14]2[CH2:15][CH2:16][CH2:17][O:18][NH:19][C:20]([CH:21]([CH3:22])[CH3:23])=[O:24].